This data is from the Open Reaction Database (ORD), a public repository of structured organic reaction records. The task is: describe an organic reaction: reactants, conditions, products, and yield Reactants: CCOCC(=O)Cl, ClCCl, Nc1cnc2ccccc2c1Cl. Product: CCOCC(=O)Nc1cnc2ccccc2c1Cl. As a reaction SMILES: [CH2:1]([CH3:2])[O:3][CH2:4][C:5](=[O:6])[Cl:7].[Cl:20][CH2:21][Cl:22].[NH2:8][c:9]1[cH:10][n:11][c:12]2[cH:13][cH:14][cH:15][cH:16][c:17]2[c:18]1[Cl:19]>>[CH2:1]([CH3:2])[O:3][CH2:4][C:5](=[O:6])[NH:8][c:9]1[cH:10][n:11][c:12]2[cH:13][cH:14][cH:15][cH:16][c:17]2[c:18]1[Cl:19]. Reactants: [Si](C)(C)(C(C)(C)C)O[C@H]1CC(O[C@@H](C\C=C/CCC[C@@H]([C@@H]([C@H](C(C1(C)C)=O)C)O[Si](C)(C)C(C)(C)C)C)/C(=C/C=1N=C(SC1)C)/C)=O ((4S,7R,8S,9S,16S,Z)-4,8-Bis((tert-butyldimethylsilyl)oxy)-5,5,7,9-tetramethyl-16-((E)-1-(2-methylthiazol-4-yl)prop-1-en-2-yl)oxacyclohexadec-13-ene-2,6-dione). Run in C(Cl)Cl (DCM), C1CCOC1 (THF). Run at temperature 22 celsius, time 36 hour. Yields the product CC1=NC(=CS1)/C=C(\C)/[C@@H]2C/C=C\CCC[C@@H]([C@@H]([C@H](C(=O)C([C@H](CC(=O)O2)O)(C)C)C)O)C (epothilone C), mono-desilylated product. Yield: 85.8%. Reaction SMILES: [Si]([O:8][C@@H:9]1[C:24]([CH3:26])([CH3:25])[C:23](=[O:27])[C@H:22]([CH3:28])[C@@H:21]([O:29][Si](C(C)(C)C)(C)C)[C@@H:20]([CH3:37])[CH2:19][CH2:18][CH2:17][CH:16]=[CH:15][CH2:14][C@@H:13](/[C:38](/[CH3:46])=[CH:39]/[C:40]2[N:41]=[C:42]([CH3:45])[S:43][CH:44]=2)[O:12][C:11](=[O:47])[CH2:10]1)(C(C)(C)C)(C)C>C1COCC1.C(Cl)Cl>[CH3:45][C:42]1[S:43][CH:44]=[C:40](/[CH:39]=[C:38](/[C@H:13]2[O:12][C:11](=[O:47])[CH2:10][C@H:9]([OH:8])[C:24]([CH3:26])([CH3:25])[C:23](=[O:27])[C@H:22]([CH3:28])[C@@H:21]([OH:29])[C@@H:20]([CH3:37])[CH2:19][CH2:18][CH2:17][CH:16]=[CH:15][CH2:14]2)\[CH3:46])[N:41]=1. Reported procedure: A solution of (4S,7R,8S,9S,16S,Z)-4,8-Bis((tert-butyldimethylsilyl)oxy)-5,5,7,9-tetramethyl-16-((E)-1-(2-methylthiazol-4-yl)prop-1-en-2-yl)oxacyclohexadec-13-ene-2,6-dione (26.2 mg, 37.1 μmol) in THF (3.6 ml) in a plastic vial was treated with HF-pyridine complex (70% HF, 1.09 mL). The reaction mixture was stirred at 22° C. for 36 h, diluted with DCM and quenched by NaHCO3 (sat.). The aqueous layer was extracted with DCM (2×). The combined organic layers were dried (MgSO4) and concentrated under... Starting materials: O (water), lime, [Cl-].[Cl-].C(C)[Al+2] (ethylaluminum dichloride), CCCCCC (hexane), CO (methanol). The solvent is CCCCCCC (heptane). The product is C=CC=C (1,3-butadiene), C=CC1=CC=CC=C1 (styrene), CC(C)=C (isobutylene). As a reaction SMILES: [CH3:1][CH2:2][CH2:3][CH2:4][CH2:5][CH3:6].O.[Cl-].[Cl-].[CH2:10]([Al+2])[CH3:11].CO>CCCCCCC>[CH2:1]=[CH:2][CH:3]=[CH2:4].[CH2:1]=[CH:2][C:3]1[CH:11]=[CH:10][CH:6]=[CH:5][CH:4]=1.[CH3:10][C:5](=[CH2:4])[CH3:6] |f:2.3.4|. Reported procedure: A series of resinous copolymers of 1,3-butadiene, styrene and isobutylene was prepared according to the following method and identified herein as Experiments A-G. To a reactor was charged heptane solvent, except for hexane in Experiments C and D, water and ethylaluminum dichloride. An overall concentration of the aluminum catalyst was about 0.5 percent. The mixture was stirred in order to adequately mix the reactants. The 1,3-butadiene (used in Experiments F and G), styrene and isobutylene monom...